describe an organic reaction: reactants, conditions, products, and yield From a dataset of the Open Reaction Database (ORD), a public repository of structured organic reaction records. Reported procedure: In toluene (15 ml), ethanol (1.5 ml) and water (1.5 ml) were suspended 3-chloro-4-(3-ethoxypropoxy)phenyl borate (194 mg), 7-bromo-N-[4-[[N-methyl-N-(tetrahydropyran-4-yl)amino]methyl]phenyl]-1,1-dioxo-2,3-dihydro-1-benzothiepine-4-carboxamide (300 mg) and potassium carbonate (208 mg). Under argon atmosphere, the suspension was stirred for 30 minutes, and to the mixture was added tetrakistriphenylphosphinepalladium (47 mg). Under argon atmosphere, the mixture was heated at 100° C. for 8 hours an... Conditions: temperature 100 celsius, time 30 minute. The product is ClC=1C=C(C=CC1OCCCOCC)C=1C=CC2=C(C=C(CCS2(=O)=O)C(=O)NC2=CC=C(C=C2)CN(C2CCOCC2)C)C1 (7-[3-chloro-4-(3-ethoxypropoxy)phenyl]-N-[4-[[N-methyl-N-(tetrahydropyran-4-yl)amino]methyl]phenyl]-1,1-dioxo-2,3-dihydro-1-benzothiepine-4-carboxamide). Reagents/catalysts: C=1C=CC(=CC1)[P](C=2C=CC=CC2)(C=3C=CC=CC3)[Pd]([P](C=4C=CC=CC4)(C=5C=CC=CC5)C=6C=CC=CC6)([P](C=7C=CC=CC7)(C=8C=CC=CC8)C=9C=CC=CC9)[P](C=1C=CC=CC1)(C=1C=CC=CC1)C=1C=CC=CC1 (tetrakistriphenylphosphinepalladium). Reaction SMILES: C(O)C.B([O-])([O-])O[C:6]1[CH:11]=[CH:10][C:9]([O:12][CH2:13][CH2:14][CH2:15][O:16][CH2:17][CH3:18])=[C:8]([Cl:19])[CH:7]=1.Br[C:23]1[CH:24]=[CH:25][C:26]2[S:32](=[O:34])(=[O:33])[CH2:31][CH2:30][C:29]([C:35]([NH:37][C:38]3[CH:43]=[CH:42][C:41]([CH2:44][N:45]([CH3:52])[CH:46]4[CH2:51][CH2:50][O:49][CH2:48][CH2:47]4)=[CH:40][CH:39]=3)=[O:36])=[CH:28][C:27]=2[CH:53]=1.C(=O)([O-])[O-].[K+].[K+]>C1(C)C=CC=CC=1.[Cl-].[Na+].O.C1C=CC([P]([Pd]([P](C2C=CC=CC=2)(C2C=CC=CC=2)C2C=CC=CC=2)([P](C2C=CC=CC=2)(C2C=CC=CC=2)C2C=CC=CC=2)[P](C2C=CC=CC=2)(C2C=CC=CC=2)C2C=CC=CC=2)(C2C=CC=CC=2)C2C=CC=CC=2)=CC=1.O>[Cl:19][C:8]1[CH:7]=[C:6]([C:23]2[CH:24]=[CH:25][C:26]3[S:32](=[O:34])(=[O:33])[CH2:31][CH2:30][C:29]([C:35]([NH:37][C:38]4[CH:43]=[CH:42][C:41]([CH2:44][N:45]([CH3:52])[CH:46]5[CH2:51][CH2:50][O:49][CH2:48][CH2:47]5)=[CH:40][CH:39]=4)=[O:36])=[CH:28][C:27]=3[CH:53]=2)[CH:11]=[CH:10][C:9]=1[O:12][CH2:13][CH2:14][CH2:15][O:16][CH2:17][CH3:18] |f:3.4.5,7.8.9,^1:73,75,94,113|. The reactants are C(C)O (ethanol), C([O-])([O-])=O.[K+].[K+] (potassium carbonate), B(OC1=CC(=C(C=C1)OCCCOCC)Cl)([O-])[O-] (3-chloro-4-(3-ethoxypropoxy)phenyl borate), BrC=1C=CC2=C(C=C(CCS2(=O)=O)C(=O)NC2=CC=C(C=C2)CN(C2CCOCC2)C)C1 (7-bromo-N-[4-[[N-methyl-N-(tetrahydropyran-4-yl)amino]methyl]phenyl]-1,1-dioxo-2,3-dihydro-1-benzothiepine-4-carboxamide). The solvent is C1(=CC=CC=C1)C (toluene), O (water), [Cl-].[Na+].O (brine). Isolated yield 60.7%. Starting materials: FC1=C(C(=O)O)C(=CC=C1[N+](=O)[O-])F (2,6-difluoro-3-nitro-benzoic acid), C(C)(=O)[O-].[NH4+] (ammonium acetate). Solvent: CO (methanol). Product: NC1=C(C(=O)O)C(=CC=C1[N+](=O)[O-])F (2-amino-6-fluoro-3-nitro-benzoic acid). As a reaction SMILES: F[C:2]1[C:10]([N+:11]([O-:13])=[O:12])=[CH:9][CH:8]=[C:7]([F:14])[C:3]=1[C:4]([OH:6])=[O:5].C([O-])(=O)C.[NH4+:19]>CO>[NH2:19][C:2]1[C:10]([N+:11]([O-:13])=[O:12])=[CH:9][CH:8]=[C:7]([F:14])[C:3]=1[C:4]([OH:6])=[O:5] |f:1.2|. Reported procedure: 2.0 g (9.9 mmol) of 2,6-difluoro-3-nitro-benzoic acid in methanol and 3.0 g (30.0 mmol) of ammonium acetate was stirred at room temperature for 12 h. The solvent was evaporated and dilute HCl solution was added. The precipitated solid was collected by filtration and washed with water to produce 2-amino-6-fluoro-3-nitro-benzoic acid. LCMS: 201 (M+1)+. The yield is 59.4%. Product: NC=1SC2=C(N1)C=CC(=C2C#N)OC=2C=C(C=CC2)NC(C(F)(F)F)=O (N-{3-[(2-amino-7-cyano-1,3-benzothiazol-6-yl)oxy]phenyl}-2,2,2-trifluoroacetamide). RXN SMILES: [S-:1][C:2]#[N:3].[K+].[NH2:5][C:6]1[CH:25]=[CH:24][C:9]([O:10][C:11]2[CH:12]=[C:13]([NH:17][C:18](=[O:23])[C:19]([F:22])([F:21])[F:20])[CH:14]=[CH:15][CH:16]=2)=[C:8]([C:26]#[N:27])[CH:7]=1.BrBr>C(O)(=O)C>[NH2:3][C:2]1[S:1][C:7]2[C:8]([C:26]#[N:27])=[C:9]([O:10][C:11]3[CH:12]=[C:13]([NH:17][C:18](=[O:23])[C:19]([F:21])([F:22])[F:20])[CH:14]=[CH:15][CH:16]=3)[CH:24]=[CH:25][C:6]=2[N:5]=1 |f:0.1|. Procedure: Potassium thiocyanate (2.89 g, 29.8 mmol) was suspended in acetic acid (20 mL), and the mixture was stirred at room temperature for 10 min. N-[3-(4-Amino-2-cyanophenoxy)phenyl]-2,2,2-trifluoroacetamide (2.4 g, 7.47 mmol) was added to the obtained solution, and the mixture was further stirred at room temperature for 10 min. A solution of bromine (1.31 g, 8.21 mmol) in acetic acid (10 mL) was slowly added dropwise to the obtained solution. After the completion of the dropwise addition, the mixture... The reactants are [S-]C#N.[K+] (Potassium thiocyanate), NC1=CC(=C(OC=2C=C(C=CC2)NC(C(F)(F)F)=O)C=C1)C#N (N-[3-(4-Amino-2-cyanophenoxy)phenyl]-2,2,2-trifluoroacetamide), BrBr (bromine). Solvent: C(C)(=O)O (acetic acid), C(C)(=O)O (acetic acid). Reaction conditions: time 10 minute. Reaction SMILES: [OH-].[K+].[Cl:3][C:4]1[C:9]2[C:10](=[O:24])[N:11]([CH3:23])[CH2:12][C:13]3[N:14]([CH:15]=[N:16][C:17]=3[C:18]#[C:19][CH:20]([OH:22])[CH3:21])[C:8]=2[CH:7]=[CH:6][CH:5]=1.[CH3:25]I>CN(C)C=O>[Cl:3][C:4]1[C:9]2[C:10](=[O:24])[N:11]([CH3:23])[CH2:12][C:13]3[N:14]([CH:15]=[N:16][C:17]=3[C:18]#[C:19][CH:20]([O:22][CH3:25])[CH3:21])[C:8]=2[CH:7]=[CH:6][CH:5]=1 |f:0.1|. Starting materials: ClC1=CC=CC2=C1C(N(CC=1N2C=NC1C#CC(C)O)C)=O (7-chloro-4,5-dihydro-3-(3-hydroxy-1-butynyl)-5-methyl-6H-imidazo[1,5-a][1,4]benzodiazepin-6-one), CI (methyl iodide), [OH-].[K+] (potassium hydroxide). Run at time 1 hour. The solvent is CN(C=O)C (N,N-dimethylformamide). Yields the product ClC1=CC=CC2=C1C(N(CC=1N2C=NC1C#CC(C)OC)C)=O (7-chloro-4,5-dihydro-3-(3-methoxy-1-butynyl)-5-methyl-6H-imidazo[1,5-a][1,4]-benzodiazepin-6-one). Procedure details: 4.0 g (69.5 mmol) of freshly powdered potassium hydroxide was stirred for 10 minutes in 40 ml of N,N-dimethylformamide and cooled to 10°. 5.48 g (17.3 mmol) of 7-chloro-4,5-dihydro-3-(3-hydroxy-1-butynyl)-5-methyl-6H-imidazo[1,5-a][1,4]benzodiazepin-6-one and 4.94 g (35 mmol) of methyl iodide were added thereto in succession, the ice-bath was removed and the mixture was stirred for a further 1 hour. The reaction mixture was poured into 200 ml of water and extracted five times with methylene chlo...